This data is from the Open Reaction Database (ORD), a public repository of structured organic reaction records. The task is: describe an organic reaction: reactants, conditions, products, and yield Reactants: CC=1N=C2N(C=CC=C2OCC2=CC=CC=C2)C1 (2-methyl-8-(phenylmethoxy)imidazo[1,2-a]pyridine), C(Cl)(Cl)Cl (chloroform), resultant mixture, N(=O)[O-].[Na+] (sodium nitrite), Cl (hydrochloric acid), C(Cl)(Cl)Cl (CHCl3). Run in O (water), O (water). Product: CC=1N=C2N(C=CC=C2OCC2=CC=CC=C2)C1N=O (2-Methyl-3-Nitroso-8-(Phenylmethoxy)imidazo[1,2-a]pyridine). As a reaction SMILES: [CH3:1][C:2]1[N:3]=[C:4]2[C:9]([O:10][CH2:11][C:12]3[CH:17]=[CH:16][CH:15]=[CH:14][CH:13]=3)=[CH:8][CH:7]=[CH:6][N:5]2[CH:18]=1.C(Cl)(Cl)Cl.Cl.[N:24]([O-])=[O:25].[Na+]>O>[CH3:1][C:2]1[N:3]=[C:4]2[C:9]([O:10][CH2:11][C:12]3[CH:17]=[CH:16][CH:15]=[CH:14][CH:13]=3)=[CH:8][CH:7]=[CH:6][N:5]2[C:18]=1[N:24]=[O:25] |f:3.4|. Procedure: To a stirred mixture of 10.0 g (42.2 mmol) of 2-methyl-8-(phenylmethoxy)imidazo[1,2-a]pyridine, 150 ml of water and 150 ml of chloroform is added cautiously (EXOTHERM) 179.5 ml (2.15 moles) of concentrated hydrochloric acid and the resultant mixture is heated to an internal temperature of approximately 55° C. To this stirred and heated mixture is added at a rate of approximately 7 ml/minute a solution of of 151 g (2.11 moles) sodium nitrite (97%) in 660 ml of water to produce a vigorous, but man... Reactants: C(C1=CC=CC=C1)N1CC(C(C1)C1=CSC=C1)C(=O)OC (1-benzyl-3-(SR)-carbomethoxy-4-(RS)-(3-thienyl)pyrrolidine), ClC(=O)OCC(Cl)(Cl)Cl (2,2,2-trichloroethyl chloroformate). Solvent: CC#N (CH3CN). The product is ClC(COC(=O)N1CC(C(C1)C1=CSC=C1)C(=O)OC)(Cl)Cl (1-(2,2,2,-Trichloroethoxycarbonyl)-3-(RS)-carbomethoxy-4-(RS)-(3-thienyl)pyrrolidine). Yield: 84.2%. Reaction SMILES: C([N:8]1[CH2:12][CH:11]([C:13]2[CH:17]=[CH:16][S:15][CH:14]=2)[CH:10]([C:18]([O:20][CH3:21])=[O:19])[CH2:9]1)C1C=CC=CC=1.Cl[C:23]([O:25][CH2:26][C:27]([Cl:30])([Cl:29])[Cl:28])=[O:24]>CC#N>[Cl:28][C:27]([Cl:30])([Cl:29])[CH2:26][O:25][C:23]([N:8]1[CH2:12][CH:11]([C:13]2[CH:17]=[CH:16][S:15][CH:14]=2)[CH:10]([C:18]([O:20][CH3:21])=[O:19])[CH2:9]1)=[O:24]. Procedure: A solution of 1.02 g (3.38 mmol) of 1-benzyl-3-(SR)-carbomethoxy-4-(RS)-(3-thienyl)pyrrolidine (Example 1) and 0.51 mL (3.72 mmol) of 2,2,2-trichloroethyl chloroformate in 15 mL of CH3CN was stirred at rt for 1.5 h. The reaction mixture was concentrated and the residue was purified by chomatography (silica, hexanes, ethyl acetate, 6:1) to give 1.1 g of the title compound. 1H NMR (CDCl3) δ3.21 (m, 1H), 3.58 (m, 1H), 3.716, 3.723 (s, 3H), 4.81 (m, 2H), 7.00 (m, 1H), 7.12 (s, 1H), 7.33 (m, 1H); The reactants are CCOC(C)=O, CS(C)=O, C(=NC1CCCCC1)=NC1CCCCC1, CC1CC(=O)C=C2CCC3C4CCC(=O)C4(C)CCC3C21CO, O=C(O)C(F)(F)F, c1ccncc1, c1ccccc1. Yields the product CC1CC(=O)C=C2CCC3C4CCC(=O)C4(C)CCC3C21C=O. RXN SMILES: [CH2:50]([O:51][C:52](=[O:53])[CH3:54])[CH3:55].[CH3:24][S:25]([CH3:26])=[O:27].[CH:35]1([N:36]=[C:37]=[N:38][CH:39]2[CH2:40][CH2:41][CH2:42][CH2:43][CH2:44]2)[CH2:45][CH2:46][CH2:47][CH2:48][CH2:49]1.[OH:1][CH2:2][C:3]12[CH:4]([CH3:23])[CH2:5][C:6](=[O:22])[CH:7]=[C:8]1[CH2:9][CH2:10][CH:11]1[CH:12]3[CH2:13][CH2:14][C:15](=[O:21])[C:16]3([CH3:17])[CH2:18][CH2:19][CH:20]21.[OH:28][C:29]([C:30]([F:31])([F:32])[F:33])=[O:34].[cH:56]1[cH:57][cH:58][n:59][cH:60][cH:61]1.[cH:62]1[cH:63][cH:64][cH:65][cH:66][cH:67]1>>[O:1]=[CH:2][C:3]12[CH:4]([CH3:23])[CH2:5][C:6](=[O:22])[CH:7]=[C:8]1[CH2:9][CH2:10][CH:11]1[CH:12]3[CH2:13][CH2:14][C:15](=[O:21])[C:16]3([CH3:17])[CH2:18][CH2:19][CH:20]21. Procedure details: (Z)-[4-(4-Chloro-1,2-diphenyl-but-1-enyl)phenylamino]acetic acid ethyl ester (2.9 g, 6.9 mmol) is dissolved in tetrahydrofuran and lithium aluminum hydride (0.34 g, 8.97 mmol) is added in small portions during fifteen minutes. The mixture is stirred at room temperature for two hours. Then the solvent is evaporated to dryness and the residue is dissolved in ethyl acetate and washed with water. Ethyl acetate phase is evaporated to dryness and the product is purified by flash chromatography with to... The solvent is O1CCCC1 (tetrahydrofuran). The reactants are C(C)OC(CNC1=CC=C(C=C1)\C(=C(\CCCl)/C1=CC=CC=C1)\C1=CC=CC=C1)=O ((Z)-[4-(4-Chloro-1,2-diphenyl-but-1-enyl)phenylamino]acetic acid ethyl ester), [H-].[Al+3].[Li+].[H-].[H-].[H-] (lithium aluminum hydride). Reaction SMILES: C([O:3][C:4](=O)[CH2:5][NH:6][C:7]1[CH:12]=[CH:11][C:10](/[C:13](/[C:24]2[CH:29]=[CH:28][CH:27]=[CH:26][CH:25]=2)=[C:14](\[C:18]2[CH:23]=[CH:22][CH:21]=[CH:20][CH:19]=2)/[CH2:15][CH2:16][Cl:17])=[CH:9][CH:8]=1)C.[H-].[Al+3].[Li+].[H-].[H-].[H-]>O1CCCC1>[Cl:17][CH2:16][CH2:15]/[C:14](/[C:18]1[CH:19]=[CH:20][CH:21]=[CH:22][CH:23]=1)=[C:13](/[C:10]1[CH:9]=[CH:8][C:7]([NH:6][CH2:5][CH2:4][OH:3])=[CH:12][CH:11]=1)\[C:24]1[CH:25]=[CH:26][CH:27]=[CH:28][CH:29]=1 |f:1.2.3.4.5.6|. Conditions: time 2 hour. Product: ClCC/C(=C(\C1=CC=CC=C1)/C1=CC=C(C=C1)NCCO)/C1=CC=CC=C1 ((Z)-2-[4-(4-Chloro-1,2-diphenyl-but-1-enyl)phenylamino]ethanol). The reactants are C(C)(C)(C)[Si](OCC(C)(C)C1=NOC(=C1)NC(C(C)(S(=O)(=O)CC1CCC(CC1)=O)C)=O)(C1=CC=CC=C1)C1=CC=CC=C1 (N-{3-[2-(tert-butyl-diphenyl-silanyloxy)-1,1-dimethyl-ethyl]-isoxazol-5-yl}-2-methyl-2-(4-oxo-cyclohexylmethanesulfonyl)-propionamide), [F-].C(CCC)[N+](CCCC)(CCCC)CCCC (tetrabutylammonium fluoride). Run in C1CCOC1 (THF). Conditions: time 48 hour. The product is OCC(C)(C)C1=NOC(=C1)NC(C(C)(S(=O)(=O)CC1CCC(CC1)=O)C)=O (N-[3-(2-hydroxy-1,1-dimethyl-ethyl)-isoxazol-5-yl]-2-methyl-2-(4-oxo-cyclohexylmethanesulfonyl)-propionamide). Isolated yield 39.4%. As a reaction SMILES: C([Si](C1C=CC=CC=1)(C1C=CC=CC=1)[O:6][CH2:7][C:8]([C:11]1[CH:15]=[C:14]([NH:16][C:17](=[O:32])[C:18]([CH3:31])([S:20]([CH2:23][CH:24]2[CH2:29][CH2:28][C:27](=[O:30])[CH2:26][CH2:25]2)(=[O:22])=[O:21])[CH3:19])[O:13][N:12]=1)([CH3:10])[CH3:9])(C)(C)C.[F-].C([N+](CCCC)(CCCC)CCCC)CCC>C1COCC1>[OH:6][CH2:7][C:8]([C:11]1[CH:15]=[C:14]([NH:16][C:17](=[O:32])[C:18]([CH3:31])([S:20]([CH2:23][CH:24]2[CH2:25][CH2:26][C:27](=[O:30])[CH2:28][CH2:29]2)(=[O:22])=[O:21])[CH3:19])[O:13][N:12]=1)([CH3:10])[CH3:9] |f:1.2|. Procedure: To a solution of 0.12 g (0.19 mmol) of N-{3-[2-(tert-butyl-diphenyl-silanyloxy)-1,1-dimethyl-ethyl]-isoxazol-5-yl}-2-methyl-2-(4-oxo-cyclohexylmethanesulfonyl)-propionamide in THF (2 mL) is added tetrabutylammonium fluoride (0.65 mL, 0.65 mmol, 1M solution in THF) and the reaction is stirred at room temperature for 48 h. The reaction mixture is quenched by addition of saturated aqueous NH4Cl solution (5 mL) and the mixture is extracted with DCM (8 mL×3). The combined organic extracts are washed ...